Dataset: the Open Reaction Database (ORD), a public repository of structured organic reaction records. Task: describe an organic reaction: reactants, conditions, products, and yield Starting materials: FC1=C(C(=CC(=C1)F)F)CC(=O)NC=1C=NC=CC1C(=O)OCC (ethyl 3-[2-(2,4,6-trifluorophenyl)-acetylamino]-pyridine-4-carboxylate), C([O-])([O-])=O.[K+].[K+] (potassium carbonate), O (Water). Run in CN(C)C=O (DMF). The product is FC1=C(C(=CC(=C1)F)F)C1C(NC2=CN=CC=C2C1=O)=O (3-(2,4,6-trifluorophenyl)-1H-[1,7]naphthyridine-2,4-dione). Isolated yield 77.2%. RXN SMILES: [F:1][C:2]1[CH:7]=[C:6]([F:8])[CH:5]=[C:4]([F:9])[C:3]=1[CH2:10][C:11]([NH:13][C:14]1[CH:15]=[N:16][CH:17]=[CH:18][C:19]=1[C:20]([O:22]CC)=O)=[O:12].C(=O)([O-])[O-].[K+].[K+].O>CN(C=O)C>[F:9][C:4]1[CH:5]=[C:6]([F:8])[CH:7]=[C:2]([F:1])[C:3]=1[CH:10]1[C:20](=[O:22])[C:19]2[C:14](=[CH:15][N:16]=[CH:17][CH:18]=2)[NH:13][C:11]1=[O:12] |f:1.2.3|. Procedure details: The product from Step 2 (3.0 g) and potassium carbonate (1.6 g) were stirred in dry DMF (100 ml) at 100° C. for 3 hours. The reaction was cooled and the excess DMF evaporated to give a black oil. Water (100 ml) was added and then washed with ethyl acetate. The aqueous fraction was filtered and acidified with 2M aqueous hydrochloric acid to neutral pH, and the water was evaporated to give a solid, which was then extracted with methanol. The methanol extract was evaporated to give the crude 3-(2,4... Reactants: alcohol, CC(=O)C.OS(=O)(=O)O.O=[Cr](=O)=O (Jones reagent), C(C)(C)O (isopropanol), O[C@@H]1[C@H](C\C=C/CCCC(=O)O)[C@H]([C@@H](C1)OC1OCCCC1)\C=C\C(CCC=C(C)C)OC1OCCCC1 ((5Z,13E)-(8R,9S,11R,12R,15RS)-9-Hydroxy-19-methyl-11,15-bis(tetrahydropyran-2-yloxy)-5,13,18-prostatrienoic Acid), CC(=O)C (acetone). The solvent is CCOCC (ether). Reaction conditions: time 10 minute. Product: CC(=CCCC(/C=C/[C@H]1[C@@H](CC([C@@H]1C\C=C/CCCC(=O)O)=O)OC1OCCCC1)OC1OCCCC1)C ((5Z,13E)-(8R,11R,12R,15RS)-19-Methyl-9-oxo-11,15-bis(tetrahydropyran-2-yloxy)-5,13,18-prostatrienoic Acid). RXN SMILES: [OH:1][C@H:2]1[CH2:15][C@@H:14]([O:16][CH:17]2[CH2:22][CH2:21][CH2:20][CH2:19][O:18]2)[C@H:13](/[CH:23]=[CH:24]/[CH:25]([O:32][CH:33]2[CH2:38][CH2:37][CH2:36][CH2:35][O:34]2)[CH2:26][CH2:27][CH:28]=[C:29]([CH3:31])[CH3:30])[C@H:3]1[CH2:4]/[CH:5]=[CH:6]\[CH2:7][CH2:8][CH2:9][C:10]([OH:12])=[O:11].CC(C)=O.CC(C)=O.OS(O)(=O)=O.O=[Cr](=O)=O.C(O)(C)C>CCOCC>[CH3:30][C:29]([CH3:31])=[CH:28][CH2:27][CH2:26][CH:25]([O:32][CH:33]1[CH2:38][CH2:37][CH2:36][CH2:35][O:34]1)/[CH:24]=[CH:23]/[C@@H:13]1[C@@H:3]([CH2:4]/[CH:5]=[CH:6]\[CH2:7][CH2:8][CH2:9][C:10]([OH:12])=[O:11])[C:2](=[O:1])[CH2:15][C@H:14]1[O:16][CH:17]1[CH2:22][CH2:21][CH2:20][CH2:19][O:18]1 |f:2.3.4|. Reported procedure: At -20°, a solution of 2.6 g. of the alcohol obtained according to (d) in 33 ml. of acetone was combined with 2.72 ml. of Jones reagent and stirred for 30 minutes at this temperature. Thereafter, 3.3 ml. of isopropanol was added dropwise thereto, the mixture was stirred for another 10 minutes at -20°, diluted with ether, and washed three times with water. The organic phase was dried over magnesium sulfate and concentrated under vacuum, thus obtaining 2 g. of the title compound.